From a dataset of the Open Reaction Database (ORD), a public repository of structured organic reaction records. describe an organic reaction: reactants, conditions, products, and yield The reactants are B(Br)(Br)Br (boron tribromide), solution, COC=1C=C(C=CC1OC)CCNCC\C=C\CCNCCC1=CC=CC=C1 (E-N-[2-(3,4-Dimethoxyphenyl)ethyl]-N'-(2-phenylethyl)hex-3-ene-1,6-diamine), C1=CCCCC1 (cyclohexene). The solvent is ClCCl (dichloromethane), ClCCl (dichloromethane). Product: Br.Br.C1(=CC=CC=C1)CCNCC/C=C/CCNCCC=1C=C(C(=CC1)O)O (E-4-[2-[6-(2-Phenylethylamino)hex-3-enylamino]ethyl]1,2-benzenediol dihydrobromide), dihydrobromide. As a reaction SMILES: C[O:2][C:3]1[CH:4]=[C:5]([CH2:11][CH2:12][NH:13][CH2:14][CH2:15]/[CH:16]=[CH:17]/[CH2:18][CH2:19][NH:20][CH2:21][CH2:22][C:23]2[CH:28]=[CH:27][CH:26]=[CH:25][CH:24]=2)[CH:6]=[CH:7][C:8]=1[O:9]C.C1CCCCC=1.B(Br)(Br)[Br:36]>ClCCl>[BrH:36].[BrH:36].[C:23]1([CH2:22][CH2:21][NH:20][CH2:19][CH2:18]/[CH:17]=[CH:16]/[CH2:15][CH2:14][NH:13][CH2:12][CH2:11][C:5]2[CH:4]=[C:3]([OH:2])[C:8]([OH:9])=[CH:7][CH:6]=2)[CH:24]=[CH:25][CH:26]=[CH:27][CH:28]=1 |f:4.5.6|. Procedure: The product of step (d) (0.85 g) and cyclohexene (2.35 g) in dry dichloromethane (40 ml) were cooled to -80° and boron tribromide (9.3 ml., of a 1M solution in dichloromethane) was added under nitrogen. The mixture was allowed to warm to room temperature overnight then excess reagent was destroyed by the addition of methanol. The solution was evaporated to dryness and the residue triturated with ethyl acetate to give a grey solid. Recrystalisation from 2-propanol gave the title compound as the d...